From a dataset of the Open Reaction Database (ORD), a public repository of structured organic reaction records. describe an organic reaction: reactants, conditions, products, and yield Starting materials: ClC1=CC=C(CN2C(C=CC(=C2)Br)=O)C=C1 (1-(4-chlorobenzyl)-5-bromopyridin-2(1H)-one), OCCCC1=CC=C(C=C1)B(O)O (4-(3-hydroxypropyl)phenylboronic acid). Reagents/catalysts: C=1C=CC(=CC1)[P](C=2C=CC=CC2)(C=3C=CC=CC3)[Pd]([P](C=4C=CC=CC4)(C=5C=CC=CC5)C=6C=CC=CC6)([P](C=7C=CC=CC7)(C=8C=CC=CC8)C=9C=CC=CC9)[P](C=1C=CC=CC1)(C=1C=CC=CC1)C=1C=CC=CC1 (Pd(PPh3)4). Solvent: CCOC(=O)C (AcOEt), O1CCOCC1 (dioxane). Conditions: temperature 90 celsius, time 4.5 hour. The product is ClC1=CC=C(CN2C(C=CC(=C2)C2=CC=C(C=C2)CCCO)=O)C=C1 (1-(4-chlorobenzyl)-5-(4-(3-hydroxypropyl)phenyl)pyridin-2(1H)-one). Yield: 66.7%. As a reaction SMILES: [Cl:1][C:2]1[CH:16]=[CH:15][C:5]([CH2:6][N:7]2[CH:12]=[C:11](Br)[CH:10]=[CH:9][C:8]2=[O:14])=[CH:4][CH:3]=1.[OH:17][CH2:18][CH2:19][CH2:20][C:21]1[CH:26]=[CH:25][C:24](B(O)O)=[CH:23][CH:22]=1>O1CCOCC1.CCOC(C)=O.C1C=CC([P]([Pd]([P](C2C=CC=CC=2)(C2C=CC=CC=2)C2C=CC=CC=2)([P](C2C=CC=CC=2)(C2C=CC=CC=2)C2C=CC=CC=2)[P](C2C=CC=CC=2)(C2C=CC=CC=2)C2C=CC=CC=2)(C2C=CC=CC=2)C2C=CC=CC=2)=CC=1>[Cl:1][C:2]1[CH:16]=[CH:15][C:5]([CH2:6][N:7]2[CH:12]=[C:11]([C:24]3[CH:25]=[CH:26][C:21]([CH2:20][CH2:19][CH2:18][OH:17])=[CH:22][CH:23]=3)[CH:10]=[CH:9][C:8]2=[O:14])=[CH:4][CH:3]=1 |^1:45,47,66,85|. Procedure: According to Scheme 3 Method A: To a solution of 1-(4-chlorobenzyl)-5-bromopyridin-2(1H)-one (1 eq, 0.33 mmol, 0.10 g) in dioxane/saturated aqueous NaHCO3 (1:1, 6 mL) was added Pd(PPh3)4 (0.15 eq, 0.05 mmol, 58 mg) and 4-(3-hydroxypropyl)phenylboronic acid (1.5 eq, 0.50 mmol, 90.0 mg). The reaction was then stirred at 90° C. for 4.5 hours. The reaction was allowed to cool and diluted with AcOEt. The reaction washed with saturated NH4Cl solution, brine and the organic phase extracted (×3). The co... Reactants: [Cl-].[NH4+] (ammonium chloride), ClC=1C=C2C=CC=NC2=C(C1)OC1CCN(CC1)C(=O)OC(C)(C)C (1,1-Dimethylethyl 4-[(6-chloro-8-quinolinyl)oxy]-1-piperidinecarboxylate), C(CCCC)[Mg]Br (n-Pentyl magnesium bromide), ClC=1C=C2C=CC=NC2=C(C1)OC1CCN(CC1)C(=O)OC(C)(C)C (1,1-Dimethylethyl 4-[(6-chloro-8-quinolinyl)oxy]-1-piperidinecarboxylate), CN1CCCC1=O (NMP). Reagents/catalysts: C/C(=C/C(=O)C)/O.C/C(=C/C(=O)C)/O.C/C(=C/C(=O)C)/O.[Fe] (iron (III) acetylacetonate). Solvent: C1CCOC1 (THF). Reaction conditions: temperature 0 celsius, time 1 hour. The product is C(CCCC)C=1C=C2C=CC=NC2=C(C1)OC1CCN(CC1)C(=O)OC(C)(C)C (1,1-Dimethylethyl 4-[(6-pentyl-8-quinolinyl)oxy]-1-piperidinecarboxylate). Yield: 74.0%. RXN SMILES: Cl[C:2]1[CH:3]=[C:4]2[C:9](=[C:10]([O:12][CH:13]3[CH2:18][CH2:17][N:16]([C:19]([O:21][C:22]([CH3:25])([CH3:24])[CH3:23])=[O:20])[CH2:15][CH2:14]3)[CH:11]=1)[N:8]=[CH:7][CH:6]=[CH:5]2.CN1C(=O)CCC1.[CH2:33]([Mg]Br)[CH2:34][CH2:35][CH2:36][CH3:37].[Cl-].[NH4+]>C1COCC1.C/C(/O)=C/C(C)=O.C/C(/O)=C/C(C)=O.C/C(/O)=C/C(C)=O.[Fe]>[CH2:33]([C:2]1[CH:3]=[C:4]2[C:9](=[C:10]([O:12][CH:13]3[CH2:14][CH2:15][N:16]([C:19]([O:21][C:22]([CH3:24])([CH3:25])[CH3:23])=[O:20])[CH2:17][CH2:18]3)[CH:11]=1)[N:8]=[CH:7][CH:6]=[CH:5]2)[CH2:34][CH2:35][CH2:36][CH3:37] |f:3.4,6.7.8.9|. Procedure details: 1,1-Dimethylethyl 4-[(6-chloro-8-quinolinyl)oxy]-1-piperidinecarboxylate (for example, as prepared for Intermediate 6) (2.73 g, 7.5 mmol) was dissolved in a mixture of THF (55 ml), NMP (5.6 ml) and iron (III) acetylacetonate (220 mg, 0.62 mmol) were added, and the mixture was cooled to 0° C. and stirred under a nitrogen atmosphere. n-Pentyl magnesium bromide (commercially available, for example, from TCI-Europe and/or Aldrich) was added dropwise over 9 min. The stirring was continued at 0° C. fo... The reactants are NC1=C(C(=O)O)C=CN=C1 (3-Aminoisonicotinic acid), [H-].[H-].[H-].[H-].[Li+].[Al+3] (LiAlH4). The solvent is O1CCCC1 (tetrahydrofuran). Conditions: temperature 15 celsius, time 8 hour. Yields the product NC=1C=NC=CC1CO ((3-Aminopyridin-4-yl)methanol). RXN SMILES: [NH2:1][C:2]1[CH:10]=[N:9][CH:8]=[CH:7][C:3]=1[C:4](O)=[O:5].[H-].[H-].[H-].[H-].[Li+].[Al+3]>O1CCCC1>[NH2:1][C:2]1[CH:10]=[N:9][CH:8]=[CH:7][C:3]=1[CH2:4][OH:5] |f:1.2.3.4.5.6|. Procedure details: 3-Aminoisonicotinic acid (1 g, 7.24 mmol) was carefully added in 3 aliquots to a slurry of LiAlH4 (0.99 g, 26.1 mmol) in dry tetrahydrofuran (40 ml). The resulting mixture was stirred at 15° C. overnight. After cooling in an ice bath, the reaction mixture was quenched with careful addition of water (1 ml) dropwise, followed by 15% aqueous NaOH (1 ml), and then water (3 ml). The resulting solid was filtered, and washed several times with tetrahydrofuran. The filtrate was concentrated to give oil,... Reactants: CC(C)([O-])C.[Na+] (sodium tert-butoxide), C1(=CC=CC=C1)S(=O)(=O)Cl (benzenesulfonyl chloride), NC1=C2C(=NC(=C1C(=O)OCC)C)SC(=C2)Br (ethyl 4-amino-2-bromo-6-methylthieno[2,3-b]pyridine-5-carboxylate). The solvent is C1CCOC1 (THF), CN(C)C=O (DMF). Conditions: time 30 minute. The product is BrC1=CC=2C(=NC(=C(C2NS(=O)(=O)C2=CC=CC=C2)C(=O)OCC)C)S1 (Ethyl 2-bromo-6-methyl-4-[(phenylsulfonyl)amino]thieno[2,3-b]pyridine-5-carboxylate). The yield is 74.3%. As a reaction SMILES: [NH2:1][C:2]1[C:7]([C:8]([O:10][CH2:11][CH3:12])=[O:9])=[C:6]([CH3:13])[N:5]=[C:4]2[S:14][C:15]([Br:17])=[CH:16][C:3]=12.CC(C)([O-])C.[Na+].[C:24]1([S:30](Cl)(=[O:32])=[O:31])[CH:29]=[CH:28][CH:27]=[CH:26][CH:25]=1>C1COCC1.CN(C=O)C>[Br:17][C:15]1[S:14][C:4]2=[N:5][C:6]([CH3:13])=[C:7]([C:8]([O:10][CH2:11][CH3:12])=[O:9])[C:2]([NH:1][S:30]([C:24]3[CH:29]=[CH:28][CH:27]=[CH:26][CH:25]=3)(=[O:32])=[O:31])=[C:3]2[CH:16]=1 |f:1.2|. Procedure details: To a stirring mixture of ethyl 4-amino-2-bromo-6-methylthieno[2,3-b]pyridine-5-carboxylate (Description 66) (5.84 g, 18.53 mmol) in THF (110 mL) and DMF (55 mL) was added sodium tert-butoxide (4.45 g, 46.3 mmol) and benzenesulfonyl chloride (4.75 mL, 37.1 mmol). The resulting mixture was stirred at RT for 30 min. The reaction mixture was quenched with saturated ammonium chloride solution (ca. 150 mL) and extracted with DCM (80 mL×3). The combined organic layers were dried and concentrated. The r... Yields the product COC1=C(C=CC=C1)C1(CC1)C(=O)Cl (1-(2-methoxyphenyl)cyclopropane carbonyl chloride). Reactants: COC1=C(C=CC=C1)C1(CC1)C(=O)O (1-(2-methoxyphenyl)cyclopropane carboxylic acid), S(=O)(Cl)Cl (thionyl chloride). As a reaction SMILES: [CH3:1][O:2][C:3]1[CH:8]=[CH:7][CH:6]=[CH:5][C:4]=1[C:9]1([C:12]([OH:14])=O)[CH2:11][CH2:10]1.S(Cl)([Cl:17])=O>>[CH3:1][O:2][C:3]1[CH:8]=[CH:7][CH:6]=[CH:5][C:4]=1[C:9]1([C:12]([Cl:17])=[O:14])[CH2:11][CH2:10]1. Reported procedure: 1-(2-methoxyphenyl)cyclopropane carboxylic acid (19 g) and thionyl chloride (30 ml) were heated under gentle reflux for 2 hours. The solvent was evaporated to yield 1-(2-methoxyphenyl)cyclopropane carbonyl chloride. The reactants are C(C1=CC=CC=C1)[C@@H]([C@@H](CNOC(CC)CC)O)NC(O[C@H]1CO[C@H]2OCC[C@H]21)=O ((3R,3aS,6aR)hexahydrofuro[2,3-b]furan-3-yl (1S,2R)-1-benzyl-3-[(1-ethylpropoxy)amino]-2-hydroxypropylcarbamate), O1COC2=C1C=CC(=C2)S(=O)(=O)Cl (1,3-benzodioxole-5-sulfonyl chloride), C(C)(C)N(CC)C(C)C (diisoproylethylamine). Reagents/catalysts: CN(C)C1=NC=CC=C1 (dimethylaminopyridine). The solvent is O1CCCC1 (tetrahydrofuran). Conditions: time 16 hour. Yields the product O1COC2=C1C=CC(=C2)S(=O)(=O)N(C[C@H]([C@H](CC2=CC=CC=C2)NC(O[C@H]2CO[C@H]1OCC[C@H]12)=O)O)OC(CC)CC ((3R,3aS,6aR)hexahydrofuro[2,3-b]furan-3-yl (1S,2R)-3-[(1,3-benzodioxol-5-ylsulfonyl)(1-ethylpropoxy)amino]-1-benzyl-2-hydroxypropylcarbamate). Yield: 79.3%. As a reaction SMILES: [CH2:1]([C@H:8]([NH:19][C:20](=[O:30])[O:21][C@@H:22]1[C@H:29]2[C@H:25]([O:26][CH2:27][CH2:28]2)[O:24][CH2:23]1)[C@H:9]([OH:18])[CH2:10][NH:11][O:12][CH:13]([CH2:16][CH3:17])[CH2:14][CH3:15])[C:2]1[CH:7]=[CH:6][CH:5]=[CH:4][CH:3]=1.[O:31]1[C:35]2[CH:36]=[CH:37][C:38]([S:40](Cl)(=[O:42])=[O:41])=[CH:39][C:34]=2[O:33][CH2:32]1.C(N(C(C)C)CC)(C)C>O1CCCC1.CN(C1C=CC=CN=1)C>[O:31]1[C:35]2[CH:36]=[CH:37][C:38]([S:40]([N:11]([O:12][CH:13]([CH2:14][CH3:15])[CH2:16][CH3:17])[CH2:10][C@@H:9]([OH:18])[C@@H:8]([NH:19][C:20](=[O:30])[O:21][C@@H:22]3[C@H:29]4[C@H:25]([O:26][CH2:27][CH2:28]4)[O:24][CH2:23]3)[CH2:1][C:2]3[CH:3]=[CH:4][CH:5]=[CH:6][CH:7]=3)(=[O:41])=[O:42])=[CH:39][C:34]=2[O:33][CH2:32]1. Procedure details: A mixture of (3R,3aS,6aR)hexahydrofuro[2,3-b]furan-3-yl (1S,2R)-1-benzyl-3-[(1-ethylpropoxy)amino]-2-hydroxypropylcarbamate (0.100 g, 0.237 mmol), 1,3-benzodioxole-5-sulfonyl chloride (52 mg, 0.237 mmol), diisoproylethylamine (0.042 mL, 0.237 mmol) and dimethylaminopyridine (˜1 mg) in anhydrous tetrahydrofuran (3 mL) was stirred at ambient temperature over 16 hours under an Argon atmosphere. The reaction was evaporated in vacuo and the residue was partitioned between dichloromethane and aqueous ...